describe an organic reaction: reactants, conditions, products, and yield From a dataset of the Open Reaction Database (ORD), a public repository of structured organic reaction records. Reactants: ClC=1C=NC=C(C1CC1=NNC(C2=CC(=CC=C12)OC)=O)Cl (4-(3,5-dichloro-pyridin-4-ylmethyl)-7-methoxy-2H-phthalazin-1-one), P(=O)(Br)(Br)Br (POBr3). RXN SMILES: [Cl:1][C:2]1[CH:3]=[N:4][CH:5]=[C:6]([Cl:22])[C:7]=1[CH2:8][C:9]1[C:18]2[C:13](=[CH:14][C:15]([O:19][CH3:20])=[CH:16][CH:17]=2)[C:12](=O)[NH:11][N:10]=1.P(Br)(Br)([Br:25])=O>C(#N)C>[Br:25][C:12]1[C:13]2[C:18](=[CH:17][CH:16]=[C:15]([O:19][CH3:20])[CH:14]=2)[C:9]([CH2:8][C:7]2[C:2]([Cl:1])=[CH:3][N:4]=[CH:5][C:6]=2[Cl:22])=[N:10][N:11]=1. Run in C(C)#N (acetonitrile). Procedure: A suspension of 4-(3,5-dichloro-pyridin-4-ylmethyl)-7-methoxy-2H-phthalazin-1-one (10 g, 25.5 mmoles), prepared as described in example 38, in acetonitrile (300 ml), was added with POBr3 (22 g, 76.5 mmoles) and the mixture was refluxed. After 1 night under reflux and another to stand, the solution was concentrated, taken up in water, cooled in ice and alkalinised with concentrated NaOH. There was extracted three times with CH2Cl2 and the organic phases were discoloured with charcoal, anhydrified... The yield is 82.5%. Yields the product petrolatum ethyl acetate, BrC1=NN=C(C2=CC=C(C=C12)OC)CC1=C(C=NC=C1Cl)Cl (4-Bromo-1-(3,5-dichloro-pyridin-4-ylmethyl)-6-methoxy-phthalazine). Reactants: CO, C[O-], CO, ClC(Cl)Cl, Nc1nc(F)c(F)cc1F, [Na+]. Product: COc1nc(N)c(F)cc1F. As a reaction SMILES: [CH3:13][OH:14].[CH3:15][O-:16].[CH3:1][OH:2].[CH:18]([Cl:19])([Cl:20])[Cl:21].[NH2:3][c:4]1[n:5][c:6]([F:12])[c:7]([F:11])[cH:8][c:9]1[F:10].[Na+:17]>>[CH3:1][O:2][c:6]1[n:5][c:4]([NH2:3])[c:9]([F:10])[cH:8][c:7]1[F:11]. The reactants are NC=1C(=NC(=CC1)OCC)NC (3-amino-6-ethoxy-2-methylaminopyridine), C(CO)(=O)O (glycolic acid). Product: C(C)OC1=CC=C2C(=N1)N(C(=N2)CO)C (5-Ethoxy-2-hydroxymethyl-3-methylimidazo[5,4-b]pyridine). Isolated yield 62.2%. Reaction SMILES: [NH2:1][C:2]1[C:3]([NH:11][CH3:12])=[N:4][C:5]([O:8][CH2:9][CH3:10])=[CH:6][CH:7]=1.[C:13]([OH:17])(=O)[CH2:14]O>>[CH2:9]([O:8][C:5]1[N:4]=[C:3]2[N:11]([CH3:12])[C:14]([CH2:13][OH:17])=[N:1][C:2]2=[CH:7][CH:6]=1)[CH3:10]. Procedure: A procedure similar to that described in Preparation 43 was repeated, except that 4.15 g 3-amino-6-ethoxy-2-methylaminopyridine (prepared as described in Preparation 97), and 5.66 g of glycolic acid were used, and that the product was purified by column chromatography through silica gel, using a 10:1 by volume mixture of ethyl acetate and methanol as the eluent, to give 3.20 g of the title compound, melting at 161° C. Starting materials: O=C([O-])[O-], COS(=O)(=O)OC, CC#N, [K+], [K+], CCC(=O)c1ccc(O)cc1. Yields the product CCC(=O)c1ccc(OC)cc1. Reaction SMILES: [C:12](=[O:13])([O-:14])[O-:15].[CH3:18][O:19][S:20]([O:21][CH3:22])(=[O:23])=[O:24].[CH3:25][C:26]#[N:27].[K+:16].[K+:17].[OH:1][c:2]1[cH:3][cH:4][c:5]([C:8]([CH2:9][CH3:10])=[O:11])[cH:6][cH:7]1>>[O:1]([c:2]1[cH:3][cH:4][c:5]([C:8]([CH2:9][CH3:10])=[O:11])[cH:6][cH:7]1)[CH3:12]. Starting materials: ClC1=NC=CC(=N1)C1=C(N=C(S1)C(C)(C)C)C=1C=CC(=C(C1)NS(=O)(=O)C1=C(C=CC=C1F)F)F (N-{5-[5-(2-Chloro-4-pyrimidinyl)-2-(1,1-dimethylethyl)-1,3-thiazol-4-yl]-2-fluorophenyl}-2,6-difluorobenzenesulfonamide), NC1CCC(CC1)NS(=O)(=O)C (N-(4-aminocyclohexyl)-methanesulfonamide), TEA. Run in C(CCC)O (n-butanol). Run at temperature 90 celsius, time 18 hour. The product is CC(C)(C)C=1SC(=C(N1)C=1C=CC(=C(C1)NS(=O)(=O)C1=C(C=CC=C1F)F)F)C1=NC(=NC=C1)N[C@@H]1CC[C@H](CC1)NS(=O)(=O)C (N-(5-{2-(1,1-Dimethylethyl)-5-[2-({trans-4-[(methylsulfonyl)amino]cyclohexyl}amino)-4-pyrimidinyl]-1,3-thiazol-4-yl}-2-fluorophenyl)-2,6-difluorobenzenesulfonamide). The yield is 9.3%. RXN SMILES: Cl[C:2]1[N:7]=[C:6]([C:8]2[S:12][C:11]([C:13]([CH3:16])([CH3:15])[CH3:14])=[N:10][C:9]=2[C:17]2[CH:18]=[CH:19][C:20]([F:35])=[C:21]([NH:23][S:24]([C:27]3[C:32]([F:33])=[CH:31][CH:30]=[CH:29][C:28]=3[F:34])(=[O:26])=[O:25])[CH:22]=2)[CH:5]=[CH:4][N:3]=1.[NH2:36][CH:37]1[CH2:42][CH2:41][CH:40]([NH:43][S:44]([CH3:47])(=[O:46])=[O:45])[CH2:39][CH2:38]1>C(O)CCC>[CH3:14][C:13]([C:11]1[S:12][C:8]([C:6]2[CH:5]=[CH:4][N:3]=[C:2]([NH:36][C@H:37]3[CH2:42][CH2:41][C@H:40]([NH:43][S:44]([CH3:47])(=[O:46])=[O:45])[CH2:39][CH2:38]3)[N:7]=2)=[C:9]([C:17]2[CH:18]=[CH:19][C:20]([F:35])=[C:21]([NH:23][S:24]([C:27]3[C:32]([F:33])=[CH:31][CH:30]=[CH:29][C:28]=3[F:34])(=[O:26])=[O:25])[CH:22]=2)[N:10]=1)([CH3:16])[CH3:15]. Reported procedure: N-{5-[5-(2-Chloro-4-pyrimidinyl)-2-(1,1-dimethylethyl)-1,3-thiazol-4-yl]-2-fluorophenyl}-2,6-difluorobenzenesulfonamide (50 mg, 0.093 mmol) and N-(4-aminocyclohexyl)-methanesulfonamide (19.62 mg, 0.102 mmol) were dissolved in n-butanol (1 mL) and TEA (0.052 mL, 0.371 mmol) was added. The reaction was stirred in a closed vessel at 90° C. for 18 h. The reaction mixture was cooled to rt and solvent was removed. The residue was purified via Gilson Acidic HPLC (10 to 90% gradient, Acetonitrile/H2O+TF... Reactants: N1=C(C=NC=C1)CNCCN (N-(2-pyrazinylmethyl)ethylenediamine), C(C)N=C=S (ethyl isothiocyanate). The product is C(C)NC(=S)NCCNCC1=NC=CN=C1 (N-ethyl-N'-[2-(2-pyrazinylmethylamino)ethyl]thiourea). Reaction SMILES: [N:1]1[CH:6]=[CH:5][N:4]=[CH:3][C:2]=1[CH2:7][NH:8][CH2:9][CH2:10][NH2:11].[CH2:12]([N:14]=[C:15]=[S:16])[CH3:13]>>[CH2:12]([NH:14][C:15]([NH:11][CH2:10][CH2:9][NH:8][CH2:7][C:2]1[CH:3]=[N:4][CH:5]=[CH:6][N:1]=1)=[S:16])[CH3:13]. Reported procedure: Reacting N-(2-pyrazinylmethyl)ethylenediamine with ethyl isothiocyanate by the procedure of Example 3 and chromatographing gives N-ethyl-N'-[2-(2-pyrazinylmethylamino)ethyl]thiourea. Reacting this thiourea with lead cyanamide by the procedure of Example 3 gives N-cyano-N'-ethyl-N"-[2-(2-pyrazinylmethylamino)ethyl]-guanidine. The reactants are O (water), C1CC(=O)N(C1=O)Br (NBS), CC=1N(C2=NC=CC=C2C1)S(=O)(=O)C1=CC=CC=C1 (2-methyl-1-(benzenesulfonyl)-7-azaindole). The solvent is CN(C)C=O (DMF), CN(C)C=O (DMF). Run at time 1 hour. Yields the product BrC1=C(N(C2=NC=CC=C12)S(=O)(=O)C1=CC=CC=C1)C (3-bromo-2-methyl-1-(benzenesulfonyl)-7-azaindole). Yield: 93.6%. As a reaction SMILES: C1C(=O)N([Br:8])C(=O)C1.[CH3:9][C:10]1[N:11]([S:19]([C:22]2[CH:27]=[CH:26][CH:25]=[CH:24][CH:23]=2)(=[O:21])=[O:20])[C:12]2[C:17]([CH:18]=1)=[CH:16][CH:15]=[CH:14][N:13]=2.O>CN(C=O)C>[Br:8][C:18]1[C:17]2[C:12](=[N:13][CH:14]=[CH:15][CH:16]=2)[N:11]([S:19]([C:22]2[CH:27]=[CH:26][CH:25]=[CH:24][CH:23]=2)(=[O:20])=[O:21])[C:10]=1[CH3:9]. Reported procedure: 25 g of NBS in 75 ml of DMF are added to a solution of 34.8 g of 2-methyl-1-(benzenesulfonyl)-7-azaindole in 75 ml of DMF. The mixture is stirred at room temperature for 1 h, poured into water, the precipitate which has precipitated out is separated off, washed with water and dried, giving 42 g of 3-bromo-2-methyl-1-(benzenesulfonyl)-7-azaindole, M˜351.22 g/mol, M+H found 351. The reactants are ClC1=CC2=C(C(NS2)=O)C=C1 (6-chloro-benzo[d]isothiazol-3-one), C(C1=CC=CC=C1)N=C=O (benzyl isocyanate), IR(CHCl3). Product: C(C1=CC=CC=C1)NC(=O)N1SC2=C(C1=O)C=CC(=C2)Cl (6-Chloro-3-oxo-3H-benzo[d]isothiazole-2-carboxylic acid benzylamide). RXN SMILES: [Cl:1][C:2]1[CH:11]=[CH:10][C:5]2[C:6](=[O:9])[NH:7][S:8][C:4]=2[CH:3]=1.[CH2:12]([N:19]=[C:20]=[O:21])[C:13]1[CH:18]=[CH:17][CH:16]=[CH:15][CH:14]=1>>[CH2:12]([NH:19][C:20]([N:7]1[C:6](=[O:9])[C:5]2[CH:10]=[CH:11][C:2]([Cl:1])=[CH:3][C:4]=2[S:8]1)=[O:21])[C:13]1[CH:18]=[CH:17][CH:16]=[CH:15][CH:14]=1. Procedure details: Following the synthetic procedure of 6a as described in Example 1, compound 6z (95% yield) was synthesized from 6-chloro-benzo[d]isothiazol-3-one and benzyl isocyanate as a white solid. IR(CHCl3) 3289, 1713, 1536 cm−1; 1H-NMR (CDCl3) δ4.63 (d, J=5.8 Hz, 2H), 7.22-7.40 (m, 6H), 7.58 (s, 1H), 7.92 (d, J=8.8 Hz, 1H), 9.15 (br s, 1H); ESIMS m/e 319 and 321 (M++1, 35Cl and 37Cl). RXN SMILES: [Br:1][c:2]1[cH:3][cH:4][c:5]2[n:6][cH:7][c:8](-[c:12]3[cH:13][n:14][n:15]([CH3:17])[cH:16]3)[n:9][c:10]2[cH:11]1.[Br:23][c:24]1[cH:25][c:26]([NH:30][S:31](=[O:32])(=[O:33])[N:34]([CH3:35])[CH3:36])[cH:27][n:28][cH:29]1.[C:37](=[O:38])([OH:39])[O-:40].[CH2:42]1[O:43][CH2:44][CH2:45][O:46][CH2:47]1.[CH3:19][C:20](=[O:21])[O-:22].[Cl:49][CH2:50][Cl:51].[K+:18].[Na+:41].[OH2:48]>>[c:2]1(-[c:24]2[cH:25][c:26]([NH:30][S:31](=[O:32])(=[O:33])[N:34]([CH3:35])[CH3:36])[cH:27][n:28][cH:29]2)[cH:3][cH:4][c:5]2[n:6][cH:7][c:8](-[c:12]3[cH:13][n:14][n:15]([CH3:17])[cH:16]3)[n:9][c:10]2[cH:11]1. The product is CN(C)S(=O)(=O)Nc1cncc(-c2ccc3ncc(-c4cnn(C)c4)nc3c2)c1. Starting materials: Cn1cc(-c2cnc3ccc(Br)cc3n2)cn1, CN(C)S(=O)(=O)Nc1cncc(Br)c1, O=C([O-])O, C1COCCO1, CC(=O)[O-], ClCCl, [K+], [Na+], O. Starting materials: O=C([O-])O, CC#CCn1c(Cl)nc2nc(Cl)nc(Cl)c21, CC(=O)[O-], CS(C)=O, Cl, [Na+], [Na+], O. The product is CC#CCn1c(=O)[nH]c2nc(Cl)nc(Cl)c21. As a reaction SMILES: [C:22](=[O:23])([OH:24])[O-:25].[CH2:1]([C:2]#[C:3][CH3:4])[n:5]1[c:6]([Cl:16])[n:7][c:8]2[n:9][c:10]([Cl:15])[n:11][c:12]([Cl:14])[c:13]12.[CH3:18][C:19]([O-:20])=[O:21].[CH3:28][S:29]([CH3:30])=[O:31].[ClH:27].[Na+:17].[Na+:26].[OH2:32]>>[CH2:1]([C:2]#[C:3][CH3:4])[n:5]1[c:6](=[O:20])[nH:7][c:8]2[n:9][c:10]([Cl:15])[n:11][c:12]([Cl:14])[c:13]12.